Dataset: the Open Reaction Database (ORD), a public repository of structured organic reaction records. Task: describe an organic reaction: reactants, conditions, products, and yield The reactants are ClC=1C=C(C=C(C1)Cl)/C=C/C(=O)N1CCC(CC1)NC(CCCC=1N=NNC1)=O ((E)-N-(1-(3-(3,5-Dichlorophenyl)acryloyl)piperidin-4-yl)-4-(1H-1,2,3-triazol-4-yl)butanamide). The reagents and catalysts are [Pt] (Pt/C). Run in CCO (EtOH). Product: ClC=1C=C(C=C(C1)Cl)CCC(=O)N1CCC(CC1)NC(CCCC=1N=NNC1)=O (N-(1-(3-(3,5-Dichlorophenyl)propanoyl)piperidin-4-yl)-4-(1H-1,2,3-triazol-4-yl)butanamide). RXN SMILES: [Cl:1][C:2]1[CH:3]=[C:4](/[CH:9]=[CH:10]/[C:11]([N:13]2[CH2:18][CH2:17][CH:16]([NH:19][C:20](=[O:29])[CH2:21][CH2:22][CH2:23][C:24]3[N:25]=[N:26][NH:27][CH:28]=3)[CH2:15][CH2:14]2)=[O:12])[CH:5]=[C:6]([Cl:8])[CH:7]=1>CCO.[Pt]>[Cl:8][C:6]1[CH:5]=[C:4]([CH2:9][CH2:10][C:11]([N:13]2[CH2:14][CH2:15][CH:16]([NH:19][C:20](=[O:29])[CH2:21][CH2:22][CH2:23][C:24]3[N:25]=[N:26][NH:27][CH:28]=3)[CH2:17][CH2:18]2)=[O:12])[CH:3]=[C:2]([Cl:1])[CH:7]=1. Procedure: A solution of (E)-N-(1-(3-(3,5-dichlorophenyl)acryloyl)piperidin-4-yl)-4-(1H-1,2,3-triazol-4-yl)butanamide (Example 38) (70 mg, 0.160 mmol) in EtOH (6 ml) was allowed to pass through the H cube fitted with a 10% Pt/C catalytic cartridge for 3 hours. The reaction mixture was concentrated under reduced pressure to afford the title product;